Dataset: the Open Reaction Database (ORD), a public repository of structured organic reaction records. Task: describe an organic reaction: reactants, conditions, products, and yield The reactants are CNCc1ccccc1, CCN(C(C)C)C(C)C, ClCCl, O=C(O)c1cccc(N2CCN(CCC(c3ccccc3)c3ccccc3)CC2)c1. The product is CN(Cc1ccccc1)C(=O)c1cccc(N2CCN(CCC(c3ccccc3)c3ccccc3)CC2)c1. RXN SMILES: [CH3:40][NH:41][CH2:42][c:43]1[cH:44][cH:45][cH:46][cH:47][cH:48]1.[CH:31]([N:32]([CH:33]([CH3:34])[CH3:35])[CH2:36][CH3:37])([CH3:38])[CH3:39].[Cl:49][CH2:50][Cl:51].[c:1]1([CH:7]([CH2:8][CH2:9][N:10]2[CH2:11][CH2:12][N:13]([c:16]3[cH:17][c:18]([C:19](=[O:20])[OH:21])[cH:22][cH:23][cH:24]3)[CH2:14][CH2:15]2)[c:25]2[cH:26][cH:27][cH:28][cH:29][cH:30]2)[cH:2][cH:3][cH:4][cH:5][cH:6]1>>[c:1]1([CH:7]([CH2:8][CH2:9][N:10]2[CH2:11][CH2:12][N:13]([c:16]3[cH:17][c:18]([C:19](=[O:21])[N:41]([CH3:40])[CH2:42][c:43]4[cH:44][cH:45][cH:46][cH:47][cH:48]4)[cH:22][cH:23][cH:24]3)[CH2:14][CH2:15]2)[c:25]2[cH:26][cH:27][cH:28][cH:29][cH:30]2)[cH:2][cH:3][cH:4][cH:5][cH:6]1. Starting materials: C(CCC)OC1=NC(=C2N=C(N(C2=N1)CCC1CCNCC1)OC)N (2-(butyloxy)-8-(methyloxy)-9-[2-(4-piperidinyl)ethyl]-9H-purin-6-amine), BrC(CC)CC (3-bromopentane). Procedure: Prepared similarly to Example 80 from 2-(butyloxy)-8-(methyloxy)-9-[2-(4-piperidinyl)ethyl]-9H-purin-6-amine and 3-bromopentane. The product is NC1=C2NC(N(C2=NC(=N1)OCCCC)CCC1CCN(CC1)C(CC)CC)=O (6-Amino-2-(butyloxy)-9-{2-[1-(1-ethylpropyl)-4-piperidinyl]ethyl}-7,9-dihydro-8H-purin-8-one). As a reaction SMILES: [CH2:1]([O:5][C:6]1[N:14]=[C:13]2[C:9]([N:10]=[C:11]([O:23]C)[N:12]2[CH2:15][CH2:16][CH:17]2[CH2:22][CH2:21][NH:20][CH2:19][CH2:18]2)=[C:8]([NH2:25])[N:7]=1)[CH2:2][CH2:3][CH3:4].Br[CH:27]([CH2:30][CH3:31])[CH2:28][CH3:29]>>[NH2:25][C:8]1[N:7]=[C:6]([O:5][CH2:1][CH2:2][CH2:3][CH3:4])[N:14]=[C:13]2[C:9]=1[NH:10][C:11](=[O:23])[N:12]2[CH2:15][CH2:16][CH:17]1[CH2:18][CH2:19][N:20]([CH:27]([CH2:30][CH3:31])[CH2:28][CH3:29])[CH2:21][CH2:22]1.